This data is from the Open Reaction Database (ORD), a public repository of structured organic reaction records. The task is: describe an organic reaction: reactants, conditions, products, and yield Reactants: Cl (HCl), solution, CCN=C=NCCCN(C)C (EDCI), C1=CC2=C(N=C1)N(N=N2)O (HOAt), N1C(=NCC1)C1=CC=C(C=C1)C(C)N (1-[4-(4,5-dihydro-1H-imidazol-2-yl)phenyl]ethanamine), CCN(C(C)C)C(C)C (DIPEA), COC1=CC(=C(C(=C1)C)S(=O)(=O)N(C)CC1=CC(=C(O1)C)C(=O)O)C (5-({[(4-methoxy-2,6-dimethylphenyl)sulfonyl](methyl)amino}methyl)-2-methylfuran-3-carboxylic acid). Run in CN(C)C=O (DMF), CN(C)C=O (DMF). Reaction conditions: time 48 hour. Yields the product N1C(=NCC1)C1=CC=C(C=C1)CCNC(=O)C1=C(OC(=C1)CN(C)S(=O)(=O)C1=C(C=C(C=C1C)OC)C)C (N-{2-[4-(4,5-dihydro-1H-imidazol-2-yl)phenyl]ethyl}-5-({[(4-methoxy-2,6-dimethylphenyl)sulfonyl](methyl)amino}methyl)-2-methylfuran-3-carboxamide). As a reaction SMILES: [CH3:1][O:2][C:3]1[CH:8]=[C:7]([CH3:9])[C:6]([S:10]([N:13]([CH2:15][C:16]2[O:20][C:19]([CH3:21])=[C:18]([C:22](O)=[O:23])[CH:17]=2)[CH3:14])(=[O:12])=[O:11])=[C:5]([CH3:25])[CH:4]=1.CC[N:28]=C=NCCCN(C)C.C1C=NC2N(O)N=NC=2C=1.[NH:47]1[CH2:51][CH2:50][N:49]=[C:48]1[C:52]1[CH:57]=[CH:56][C:55]([CH:58](N)[CH3:59])=[CH:54][CH:53]=1.Cl.CCN(C(C)C)C(C)C>CN(C=O)C>[NH:47]1[CH2:51][CH2:50][N:49]=[C:48]1[C:52]1[CH:57]=[CH:56][C:55]([CH2:58][CH2:59][NH:28][C:22]([C:18]2[CH:17]=[C:16]([CH2:15][N:13]([S:10]([C:6]3[C:7]([CH3:9])=[CH:8][C:3]([O:2][CH3:1])=[CH:4][C:5]=3[CH3:25])(=[O:12])=[O:11])[CH3:14])[O:20][C:19]=2[CH3:21])=[O:23])=[CH:54][CH:53]=1. Procedure: 5-({[(4-methoxy-2,6-dimethylphenyl)sulfonyl](methyl)amino}methyl)-2-methylfuran-3-carboxylic acid (100 mg, 0.28 mmol) was dissolved in DMF (2 mL) and EDCI (65 mg, 0.34 mmol) and HOAt (46 mg, 0.34 mmol) were added. 1 mL of this solution was added to a flask containing 1-[4-(4,5-dihydro-1H-imidazol-2-yl)phenyl]ethanamine.HCl (27 mg, 0.13 mmol) and DIPEA (0.024 mL, 0.14 mmol) in DMF (2 mL). The reaction was concentrated and diluted with DCM, then washed with saturated aqueous NH4Cl (2×2 mL) and sat... The reactants are Cc1ccccc1, COc1nnc(-c2ccncc2)cc1-c1[nH]c2cc(CN3CCCCC3)ccc2c1I, O, OB(O)c1ccccc1, c1ccc(P(c2ccccc2)(c2ccccc2)[Pd](P(c2ccccc2)(c2ccccc2)c2ccccc2)(P(c2ccccc2)(c2ccccc2)c2ccccc2)P(c2ccccc2)(c2ccccc2)c2ccccc2)cc1. The product is COc1nnc(-c2ccncc2)cc1-c1[nH]c2cc(CN3CCCCC3)ccc2c1-c1ccccc1. RXN SMILES: [CH3:41][c:42]1[cH:43][cH:44][cH:45][cH:46][cH:47]1.[I:1][c:2]1[c:3](-[c:18]2[c:19]([O:30][CH3:31])[n:20][n:21][c:22](-[c:24]3[cH:25][cH:26][n:27][cH:28][cH:29]3)[cH:23]2)[nH:4][c:5]2[cH:6][c:7]([CH2:11][N:12]3[CH2:13][CH2:14][CH2:15][CH2:16][CH2:17]3)[cH:8][cH:9][c:10]12.[OH2:48].[OH:32][B:33]([OH:34])[c:35]1[cH:36][cH:37][cH:38][cH:39][cH:40]1.[cH:49]1[cH:50][cH:51][c:52]([P:53]([Pd:54]([P:55]([c:56]2[cH:57][cH:58][cH:59][cH:60][cH:61]2)([c:62]2[cH:63][cH:64][cH:65][cH:66][cH:67]2)[c:68]2[cH:69][cH:70][cH:71][cH:72][cH:73]2)([P:74]([c:75]2[cH:76][cH:77][cH:78][cH:79][cH:80]2)([c:81]2[cH:82][cH:83][cH:84][cH:85][cH:86]2)[c:87]2[cH:88][cH:89][cH:90][cH:91][cH:92]2)[P:93]([c:94]2[cH:95][cH:96][cH:97][cH:98][cH:99]2)([c:100]2[cH:101][cH:102][cH:103][cH:104][cH:105]2)[c:106]2[cH:107][cH:108][cH:109][cH:110][cH:111]2)([c:112]2[cH:113][cH:114][cH:115][cH:116][cH:117]2)[c:118]2[cH:119][cH:120][cH:121][cH:122][cH:123]2)[cH:124][cH:125]1>>[c:2]1(-[c:35]2[cH:36][cH:37][cH:38][cH:39][cH:40]2)[c:3](-[c:18]2[c:19]([O:30][CH3:31])[n:20][n:21][c:22](-[c:24]3[cH:25][cH:26][n:27][cH:28][cH:29]3)[cH:23]2)[nH:4][c:5]2[cH:6][c:7]([CH2:11][N:12]3[CH2:13][CH2:14][CH2:15][CH2:16][CH2:17]3)[cH:8][cH:9][c:10]12.